Dataset: the Open Reaction Database (ORD), a public repository of structured organic reaction records. Task: describe an organic reaction: reactants, conditions, products, and yield The reactants are CC(=O)O, COCOc1ccc2c3c1OC1C(Oc4ccccn4)C=CC4C(C2)N(C)CCC341, O. The product is CC(=O)Oc1ccc2c3c1OC1C(Oc4ccccn4)C=CC4C(C2)N(C)CCC341. RXN SMILES: [CH3:32][C:33](=[O:34])[OH:35].[O:1]1[c:2]2[c:3]([O:27][CH2:28][O:29][CH3:30])[cH:4][cH:5][c:6]3[c:15]2[C:14]24[CH:9]([CH:8]([CH2:7]3)[N:18]([CH3:19])[CH2:17][CH2:16]2)[CH:10]=[CH:11][CH:12]([O:20][c:21]2[n:22][cH:23][cH:24][cH:25][cH:26]2)[CH:13]14.[OH2:31]>>[O:1]1[c:2]2[c:3]([O:27][C:28](=[O:29])[CH3:32])[cH:4][cH:5][c:6]3[c:15]2[C:14]24[CH:9]([CH:8]([CH2:7]3)[N:18]([CH3:19])[CH2:17][CH2:16]2)[CH:10]=[CH:11][CH:12]([O:20][c:21]2[n:22][cH:23][cH:24][cH:25][cH:26]2)[CH:13]14.